This data is from the Open Reaction Database (ORD), a public repository of structured organic reaction records. The task is: describe an organic reaction: reactants, conditions, products, and yield Product: NC1=NC=C(C(=O)O)C=C1C=1SC2=C(C1)C=C(C=C2)NC(=O)NC2=CC(=CC=C2)C (6-amino-5-[5-({[(3-methylphenyl)amino]carbonyl}amino)-1-benzothien-2-yl]nicotinic acid). Procedure details: To the stirring mixture of methyl 6-amino-5-[5-({[(3-methylphenyl)amino]carbonyl}amino)-1-benzothien-2-yl]nicotinate (420 mg, 0.972 mmol, 1 eq) in MeOH—H2O (3:1, 20 mL) at room temperature was added potassium hydroxide pellets (272 mg, 5 eq) and the reaction mixture was stirred at 65° C. for total of two hours, at which time the reaction mixture became a clear yellow solution. The solution was concentrated under reduced pressure to remove most part of methanol. The mixture was then cooled in an ... Reaction conditions: temperature 65 celsius, time 2 hour. RXN SMILES: [NH2:1][C:2]1[C:11]([C:12]2[S:13][C:14]3[CH:20]=[CH:19][C:18]([NH:21][C:22]([NH:24][C:25]4[CH:30]=[CH:29][CH:28]=[C:27]([CH3:31])[CH:26]=4)=[O:23])=[CH:17][C:15]=3[CH:16]=2)=[CH:10][C:5]([C:6]([O:8]C)=[O:7])=[CH:4][N:3]=1.[OH-].[K+]>CO.O>[NH2:1][C:2]1[C:11]([C:12]2[S:13][C:14]3[CH:20]=[CH:19][C:18]([NH:21][C:22]([NH:24][C:25]4[CH:30]=[CH:29][CH:28]=[C:27]([CH3:31])[CH:26]=4)=[O:23])=[CH:17][C:15]=3[CH:16]=2)=[CH:10][C:5]([C:6]([OH:8])=[O:7])=[CH:4][N:3]=1 |f:1.2,3.4|. Reactants: NC1=NC=C(C(=O)OC)C=C1C=1SC2=C(C1)C=C(C=C2)NC(=O)NC2=CC(=CC=C2)C (methyl 6-amino-5-[5-({[(3-methylphenyl)amino]carbonyl}amino)-1-benzothien-2-yl]nicotinate), [OH-].[K+] (potassium hydroxide). Run in CO.O (MeOH—H2O). Isolated yield 359.6%. Starting materials: O=C1C[C@H](CN1)[C@@H](C)OC=1C=2N(C=C(N1)C1=CC=C(C=C1)N1CCN(CC1)C(=O)OC(C)(C)C)N=CC2 (tert-butyl 4-(4-(4-((R)-1-((R)-5-oxopyrrolidin-3-yl)ethoxy)pyrazolo[1,5-a]pyrazin-6-yl)phenyl)piperazine-1-carboxylate), C(=O)(C(F)(F)F)O (TFA). Procedure: tert-butyl 4-(4-(4-((R)-1-((R)-5-oxopyrrolidin-3-yl)ethoxy)pyrazolo[1,5-a]pyrazin-6-yl)phenyl)piperazine-1-carboxylate 5.43 (51 mg, 0.1 mmol) was dissolved in TFA (4 mL, 52.23 mmol) and mixture was stirred at room temperature. After 4 hours, reaction mixture was concentrated and azeotroped with toluene to yield (R)-4-((R)-1-((6-(4-(piperazin-1-yl)phenyl)pyrazolo[1,5-a]pyrazin-4-yl)oxy)ethyl)pyrrolidin-2-one 5.44 as a trifluroacetic acid salt (41 mg). Yields the product N1(CCNCC1)C1=CC=C(C=C1)C=1N=C(C=2N(C1)N=CC2)O[C@H](C)[C@@H]2CC(NC2)=O ((R)-4-((R)-1-((6-(4-(piperazin-1-yl)phenyl)pyrazolo[1,5-a]pyrazin-4-yl)oxy)ethyl)pyrrolidin-2-one), FC(C(=O)O)(F)F (trifluroacetic acid). Run at time 4 hour. As a reaction SMILES: [O:1]=[C:2]1[NH:6][CH2:5][C@H:4]([C@H:7]([O:9][C:10]2[C:11]3[N:12]([N:35]=[CH:36][CH:37]=3)[CH:13]=[C:14]([C:16]3[CH:21]=[CH:20][C:19]([N:22]4[CH2:27][CH2:26][N:25](C(OC(C)(C)C)=O)[CH2:24][CH2:23]4)=[CH:18][CH:17]=3)[N:15]=2)[CH3:8])[CH2:3]1.[C:38]([OH:44])([C:40]([F:43])([F:42])[F:41])=[O:39]>>[N:22]1([C:19]2[CH:18]=[CH:17][C:16]([C:14]3[N:15]=[C:10]([O:9][C@@H:7]([C@H:4]4[CH2:5][NH:6][C:2](=[O:1])[CH2:3]4)[CH3:8])[C:11]4[N:12]([N:35]=[CH:36][CH:37]=4)[CH:13]=3)=[CH:21][CH:20]=2)[CH2:23][CH2:24][NH:25][CH2:26][CH2:27]1.[F:41][C:40]([F:43])([F:42])[C:38]([OH:44])=[O:39]. The reactants are BrC1=CC=C(C=C1)C1(CCC1)O (1-(4-bromo-phenyl)-cyclobutanol), [Li]CCCC (n-BuLi), CCCCCC (hexane), BrC1=CC=C(C=C1)Br (1,4-dibromobenzene), solution, C1(CCCC1)=O (cyclopentanone). Yields the product BrC1=CC=C(C=C1)C1(CCCC1)O (1-(4-bromo-phenyl)-cyclopentanol). Yield: 39.0%. RXN SMILES: [Br:1][C:2]1[CH:7]=[CH:6][C:5]([C:8]2([OH:12])[CH2:11][CH2:10][CH2:9]2)=[CH:4][CH:3]=1.Br[C:14]1C=CC(Br)=CC=1.[Li]CCCC.CCCCCC.C1(=O)CCCC1>>[Br:1][C:2]1[CH:3]=[CH:4][C:5]([C:8]2([OH:12])[CH2:11][CH2:10][CH2:9][CH2:14]2)=[CH:6][CH:7]=1. Procedure: The title compound was synthesized in analogy to 1-(4-bromo-phenyl)-cyclobutanol (described in example S97) using 3 g of 1,4-dibromobenzene (12.7 mmol), 7.95 ml of a 1.6 molar solution of n-BuLi in hexane (12.7 mmol) and 1.24 ml of cyclopentanone (14.0 mmol). The isolated residue was purified by flash column chromatography (1:4 diethyl ether/pentane) to give 1.2 g of 1-(4-bromo-phenyl)-cyclopentanol (39%) as a colorless liquid. Starting materials: solution, COC=1N=CC=C2C1OC=C2 (7-methoxyfuro[2,3-c]pyridine), [Li]CCCC (n-BuLi), solution, ClC(C(Cl)(Cl)Cl)(Cl)Cl (hexachloroethane). Solvent: C1CCOC1 (THF), C1CCOC1 (THF). Reaction conditions: temperature -15 celsius, time 1 hour. Yields the product ClC1=CC=2C(=C(N=CC2)OC)O1 (2-chloro-7-methoxyfuro[2,3-c]pyridine). The yield is 85.2%. RXN SMILES: [CH3:1][O:2][C:3]1[N:4]=[CH:5][CH:6]=[C:7]2[CH:11]=[CH:10][O:9][C:8]=12.[Li]CCCC.[Cl:17]C(Cl)(Cl)C(Cl)(Cl)Cl>C1COCC1>[Cl:17][C:10]1[O:9][C:8]2=[C:3]([O:2][CH3:1])[N:4]=[CH:5][CH:6]=[C:7]2[CH:11]=1. Procedure details: A 0.13 M solution of 7-methoxyfuro[2,3-c]pyridine (250 mg, 1.7 mmol) in THF stirred at −78° C. under an atmosphere of nitrogen was treated with n-BuLi (1.6M in hexanes, 450 uL, 5.2 mmol) dropwise over 30 sec. The mixture was warmed gradually to −15° C. over a period of 7 to 10 min. After 1 h at −15° C., the mixture was cooled to −65° C. and was treated with a 0.26 M solution of hexachloroethane (473 mg, 2 mmol) in THF by dropwise addition over 3 min. After stirring at −65° C. for 15 min, the mix... The reactants are ClC1=C(C=CC(=C1)CCNC1=NC=CC(=N1)C1=CC(=CC=C1)CNC(C)C)O (2-Chloro-4-(2-{4-[3-(isopropylamino-methyl)-phenyl]-pyrimidin-2-ylamino}-ethyl)-phenol), 581, ClC1=C(C=CC(=C1)CCNC1=NC=CC(=N1)C1=CC(=CC=C1)CNC(C)C)O (2-Chloro-4-(2-{4-[3-(isopropylamino-methyl)-phenyl]-pyrimidin-2-ylamino}-ethyl)-phenol), BrC=1C=NC=C(C(=O)O)C1 (5-bromo-nicotinic acid). Yields the product BrC=1C=NC=C(C(=O)N(C(C)C)CC2=CC(=CC=C2)C2=NC(=NC=C2)NCCC2=CC(=C(C=C2)O)Cl)C1 (5-Bromo-N-(3-{2-[2-(3-chloro-4-hydroxy-phenyl)-ethylamino]-pyrimidin-4-yl}-benzyl)-N-isopropyl-nicotinamide). As a reaction SMILES: [Cl:1][C:2]1[CH:7]=[C:6]([CH2:8][CH2:9][NH:10][C:11]2[N:16]=[C:15]([C:17]3[CH:22]=[CH:21][CH:20]=[C:19]([CH2:23][NH:24][CH:25]([CH3:27])[CH3:26])[CH:18]=3)[CH:14]=[CH:13][N:12]=2)[CH:5]=[CH:4][C:3]=1[OH:28].[Br:29][C:30]1[CH:31]=[N:32][CH:33]=[C:34]([CH:38]=1)[C:35](O)=[O:36]>>[Br:29][C:30]1[CH:31]=[N:32][CH:33]=[C:34]([CH:38]=1)[C:35]([N:24]([CH2:23][C:19]1[CH:20]=[CH:21][CH:22]=[C:17]([C:15]2[CH:14]=[CH:13][N:12]=[C:11]([NH:10][CH2:9][CH2:8][C:6]3[CH:5]=[CH:4][C:3]([OH:28])=[C:2]([Cl:1])[CH:7]=3)[N:16]=2)[CH:18]=1)[CH:25]([CH3:26])[CH3:27])=[O:36]. Procedure: 2-Chloro-4-(2-{4-[3-(isopropylamino-methyl)-phenyl]-pyrimidin-2-ylamino}-ethyl)-phenol (compound 132) was coupled with 5-bromo-nicotinic acid following procedure D2. LC-MS showed the product had the expected M+H+ of 581. 1H NMR (Varian 300 MHz, CDCl3, shifts relative to the solvent peak at 7.24 ppm) δ 9.3 (s, 1H), 8.9 (s, 1H) 8.6 (s, 1H) 8.4 (s, 1H) 8.2 (d, 1H) 8.1 (s, 1H) 7.9 (d, 1H) 7.5 (m, 1H) 7.4 (m, 2H) 7.2 (s, 1H) 6.9 (d, 1H) 5.8 (s, 1H) 3.9 (s, 2H) 3.7 (m, 2H) 3.1 (m, 1H) 2.9 (m, 2H) 1.2 ... Starting materials: COCC(CS(=O)(=O)C1=CC=C(C=C1)C1=CC=C(C=C1)C(F)(F)F)=O (1-methoxy-3-[[4′-(trifluoromethyl)[1,1′-biphenyl]-4-yl]sulfonyl]-2-propanone), [BH4-].[Na+] (sodium borohydride), O (water). Solvent: C(C)O (ethanol). Conditions: time 30 minute. Product: COCC(CS(=O)(=O)C1=CC=C(C=C1)C1=CC=C(C=C1)C(F)(F)F)O ((±)-1-methoxy-3-[[4′-(trifluoromethyl)[1,1′-biphenyl]-4-yl]sulfonyl]-2-propanol). Yield: 96.1%. Reaction SMILES: [CH3:1][O:2][CH2:3][C:4](=[O:25])[CH2:5][S:6]([C:9]1[CH:14]=[CH:13][C:12]([C:15]2[CH:20]=[CH:19][C:18]([C:21]([F:24])([F:23])[F:22])=[CH:17][CH:16]=2)=[CH:11][CH:10]=1)(=[O:8])=[O:7].[BH4-].[Na+].O>C(O)C>[CH3:1][O:2][CH2:3][CH:4]([OH:25])[CH2:5][S:6]([C:9]1[CH:10]=[CH:11][C:12]([C:15]2[CH:20]=[CH:19][C:18]([C:21]([F:22])([F:23])[F:24])=[CH:17][CH:16]=2)=[CH:13][CH:14]=1)(=[O:7])=[O:8] |f:1.2|. Procedure details: A suspension of Example 126A (850 mg, 2.28 mmol) in ethanol (100 mL) at ambient temperature was treated with sodium borohydride (103 mg, 2.74 mmol), stirred for 30 minutes, treated with water, extracted with ethyl acetate, dried (Na2SO4) and concentrated to provide 820 mg (96%) of the title compound as a white solid.